This data is from the Open Reaction Database (ORD), a public repository of structured organic reaction records. The task is: describe an organic reaction: reactants, conditions, products, and yield The reactants are C(C)OC(CCCC\C=C\C1SC1)=O.S1CC1 (thiirane (E)-ethyl 7-(thiiran-2-yl)hept-6-enoate), Cu(hfacac)2. The solvent is C1=CC=CC=C1 (benzene). Yields the product S1C(C=CC1)CCCCC(=O)OCC (Ethyl 5-(2,5-dihydrothiophen-2-yl)pentanoate). The yield is 78.6%. RXN SMILES: [CH2:1]([O:3][C:4](=[O:14])[CH2:5][CH2:6][CH2:7][CH2:8]/[CH:9]=[CH:10]/[CH:11]1[CH2:13][S:12]1)[CH3:2].S1CC1>C1C=CC=CC=1>[S:12]1[CH2:13][CH:11]=[CH:10][CH:9]1[CH2:8][CH2:7][CH2:6][CH2:5][C:4]([O:3][CH2:1][CH3:2])=[O:14] |f:0.1|. Procedure: A solution of thiirane (E)-ethyl 7-(thiiran-2-yl)hept-6-enoate (40 mg, 0.19 mmol) and Cu(hfacac)2 (4.7 mg, 10 μmol) in benzene (20 mL) was heated at 120° C. for 1.5 h in a pressure tube. Concentration of the solvent in vacuo afforded a residue, which was purified by column chromatography (n-pentane) to give Ethyl 5-(2,5-dihydrothiophen-2-yl)pentanoate (32 mg, 80%) as a colorless oil.